Dataset: the Open Reaction Database (ORD), a public repository of structured organic reaction records. Task: describe an organic reaction: reactants, conditions, products, and yield Starting materials: CC1(NC(CC(C1)NCCCCCCNC1CC(NC(C1)(C)C)(C)C)(C)C)C (N,N'-bis(2,2,6,6-tetramethyl-4-piperidyl)-1,6-hexanediamine), C(C=C)(=O)OCCCCCCCCCCCCCCCCCC (octadecyl acrylate), C(CCCCC)(N)N (hexanediamine). Solvent: CO (methanol), CO (methanol), CO (methanol). Run at time 12 hour. Yields the product C(CCCCCCCCCCCCCCCCC)OC(=O)CCN(CCCCCCN(C1CC(NC(C1)(C)C)(C)C)CCC(=O)OCCCCCCCCCCCCCCCCCC)C1CC(NC(C1)(C)C)(C)C (N,N'-bis(2-octadecyloxycarbonylethyl)-N,N'-bis(2,2,6,6-tetramethyl-4-piperidyl)-1,6-hexanediamine). RXN SMILES: [CH3:1][C:2]1([CH3:28])[CH2:7][CH:6]([NH:8][CH2:9][CH2:10][CH2:11][CH2:12][CH2:13][CH2:14][NH:15][CH:16]2[CH2:21][C:20]([CH3:23])([CH3:22])[NH:19][C:18]([CH3:25])([CH3:24])[CH2:17]2)[CH2:5][C:4]([CH3:27])([CH3:26])[NH:3]1.[CH:29](N)(N)[CH2:30][CH2:31][CH2:32][CH2:33][CH3:34].[C:37]([O:41][CH2:42][CH2:43][CH2:44][CH2:45][CH2:46][CH2:47][CH2:48][CH2:49][CH2:50][CH2:51][CH2:52][CH2:53][CH2:54][CH2:55][CH2:56][CH2:57][CH2:58][CH3:59])(=[O:40])[CH:38]=[CH2:39]>CO>[CH2:29]([O:41][C:37]([CH2:38][CH2:39][N:8]([CH:6]1[CH2:7][C:2]([CH3:28])([CH3:1])[NH:3][C:4]([CH3:27])([CH3:26])[CH2:5]1)[CH2:9][CH2:10][CH2:11][CH2:12][CH2:13][CH2:14][N:15]([CH2:39][CH2:38][C:37]([O:41][CH2:42][CH2:43][CH2:44][CH2:45][CH2:46][CH2:47][CH2:48][CH2:49][CH2:50][CH2:51][CH2:52][CH2:53][CH2:54][CH2:55][CH2:56][CH2:57][CH2:58][CH3:59])=[O:40])[CH:16]1[CH2:17][C:18]([CH3:25])([CH3:24])[NH:19][C:20]([CH3:23])([CH3:22])[CH2:21]1)=[O:40])[CH2:30][CH2:31][CH2:32][CH2:33][CH2:34][CH2:42][CH2:43][CH2:44][CH2:45][CH2:46][CH2:47][CH2:48][CH2:49][CH2:50][CH2:51][CH2:52][CH3:53]. Procedure: To a 1-liter four-necked flask were added 20 g (50 mmoles) of N,N'-bis(2,2,6,6-tetramethyl-4-piperidyl)-1,6-hexanediamine and 200 g of methanol, and the hexanediamine was completely dissolved in the methanol. To the resulting solution was added dropwise a solution of 32.4 g (0.1 mole) of octadecyl acrylate in 100 g of methanol at room temperature, after which reaction was continued for 12 hours under reflux. The solvent was removed by evaporation, and FD-MS measurement was carried out. As a resu... Procedure: Prepared similarly to Intermediate 20 from 2-(butyloxy)-8-(methyloxy)-1H-purin-6-amine trifluoroacetate, 1,4-dibromobutane and hexahydro-1H-azepine. Reactants: Intermediate 20, FC(C(=O)O)(F)F.C(CCC)OC=1NC(=C2N=C(N=C2N1)OC)N (2-(butyloxy)-8-(methyloxy)-1H-purin-6-amine trifluoroacetate), BrCCCCBr (1,4-dibromobutane), N1CCCCCC1 (hexahydro-1H-azepine). Product: C(CCC)OC1=NC(=C2N=C(N(C2=N1)CCCCN1CCCCCC1)OC)N (2-(Butyloxy)-9-[4-(hexahydro-1H-azepin-yl)butyl]-8-(methyloxy)-9H-purin-6-amine). RXN SMILES: FC(F)(F)C(O)=O.[CH2:8]([O:12][C:13]1[NH:14][C:15]([NH2:24])=[C:16]2[C:20]([N:21]=1)=[N:19][C:18]([O:22][CH3:23])=[N:17]2)[CH2:9][CH2:10][CH3:11].Br[CH2:26][CH2:27][CH2:28][CH2:29]Br.[NH:31]1[CH2:37][CH2:36][CH2:35][CH2:34][CH2:33][CH2:32]1>>[CH2:8]([O:12][C:13]1[N:21]=[C:20]2[C:16]([N:17]=[C:18]([O:22][CH3:23])[N:19]2[CH2:26][CH2:27][CH2:28][CH2:29][N:31]2[CH2:37][CH2:36][CH2:35][CH2:34][CH2:33][CH2:32]2)=[C:15]([NH2:24])[N:14]=1)[CH2:9][CH2:10][CH3:11] |f:0.1|. The reactants are C(C1=CC=CC=C1)C1=CN=C(S1)C1CCN(CC1)C[C@H]1CN(C[C@@H]1C1=CC=CC=C1)[C@@H](C(=O)OCC1=CC=C(C=C1)OC)C1CCCCC1 (α-(R)-(3-(S)-((4-(5-Benzyl-thiazol-2-yl) -piperidine-1-yl)methyl)-4-(S)-phenylpyrrolidin-1-yl)-cyclohexaneacetic acid, 4-methoxybenzyl ester), C1(=CC=CC=C1)OC (anisole), FC(C(=O)O)(F)F (triflouroacetic acid). Run at time 1 hour. Yields the product C(C1=CC=CC=C1)C1=CN=C(S1)C1CCN(CC1)C[C@H]1CN(C[C@@H]1C1=CC=CC=C1)[C@@H](C(=O)O)C1CCCCC1 (α-(R)-(3-(S)-((4-(5-Benzyl-thiazol-2-yl) -piperidine-1-yl)methyl)-4-(S)-phenylpyrrolidin-1-yl)-cyclohexaneacetic acid). The yield is 101.4%. Reaction SMILES: [CH2:1]([C:8]1[S:12][C:11]([CH:13]2[CH2:18][CH2:17][N:16]([CH2:19][C@@H:20]3[C@@H:24]([C:25]4[CH:30]=[CH:29][CH:28]=[CH:27][CH:26]=4)[CH2:23][N:22]([C@H:31]([CH:44]4[CH2:49][CH2:48][CH2:47][CH2:46][CH2:45]4)[C:32]([O:34]CC4C=CC(OC)=CC=4)=[O:33])[CH2:21]3)[CH2:15][CH2:14]2)=[N:10][CH:9]=1)[C:2]1[CH:7]=[CH:6][CH:5]=[CH:4][CH:3]=1.C1(OC)C=CC=CC=1.FC(F)(F)C(O)=O>>[CH2:1]([C:8]1[S:12][C:11]([CH:13]2[CH2:18][CH2:17][N:16]([CH2:19][C@@H:20]3[C@@H:24]([C:25]4[CH:30]=[CH:29][CH:28]=[CH:27][CH:26]=4)[CH2:23][N:22]([C@H:31]([CH:44]4[CH2:49][CH2:48][CH2:47][CH2:46][CH2:45]4)[C:32]([OH:34])=[O:33])[CH2:21]3)[CH2:15][CH2:14]2)=[N:10][CH:9]=1)[C:2]1[CH:3]=[CH:4][CH:5]=[CH:6][CH:7]=1. Reported procedure: To 44 mg of α-(R)-(3-(S)-((4-(5-benzyl-thiazol-2-yl) -piperidine-1-yl)methyl)-4-(S)-phenylpyrrolidin-1-yl)-cyclohexaneacetic acid, 4-methoxybenzyl ester (from Step D) were added 125 mg of anisole and 3 ml of triflouroacetic acid. The reaction was stirred at room temperature for 1 hour. The trifluoroacetic acid was evaporated under reduced pressure. The residue was purified by flash chromatography with 20% MeOH in EtOAc followed by 20% MeOH+2% NH4OH in EtOAc to give 36.7 mg of the title compound.... The reactants are [NH4+].[Cl-] (NH4Cl), O=C1N([C@H](CN1)C(=O)OCC1=CC=CC=C1)C(=O)OC(C)(C)C ((R)-1-tert-butyl 5-benzyl 2-oxoimidazolidine-1,5-dicarboxylate), CI (MeI), [H-].[Na+] (Sodium hydride). Solvent: C1CCOC1 (THF). Reaction conditions: time 60 minute. Yields the product CN1C(N([C@H](C1)C(=O)OCC1=CC=CC=C1)C(=O)OC(C)(C)C)=O ((R)-1-tert-butyl 5-benzyl 3-methyl-2-oxoimidazolidine-1,5-dicarboxylate). Yield: 67.1%. RXN SMILES: [O:1]=[C:2]1[NH:6][CH2:5][C@H:4]([C:7]([O:9][CH2:10][C:11]2[CH:16]=[CH:15][CH:14]=[CH:13][CH:12]=2)=[O:8])[N:3]1[C:17]([O:19][C:20]([CH3:23])([CH3:22])[CH3:21])=[O:18].[H-].[Na+].[CH3:26]I.[NH4+].[Cl-]>C1COCC1>[CH3:26][N:6]1[CH2:5][C@H:4]([C:7]([O:9][CH2:10][C:11]2[CH:16]=[CH:15][CH:14]=[CH:13][CH:12]=2)=[O:8])[N:3]([C:17]([O:19][C:20]([CH3:23])([CH3:22])[CH3:21])=[O:18])[C:2]1=[O:1] |f:1.2,4.5|. Reported procedure: To a solution of (R)-benzyl 2-oxooxazolidine-5-carboxylate (25a) (0.1 g 0.312 mmol) in THF (2 mL), cooled to 0° C., Sodium hydride (13.9 mg, 0.37 mmol, 50% dispersion in mineral oil) was added and stirred for 60 min. MeI (0.048 g, 0.343 mmol) was added drop-wise to the reaction mixture, slowly warmed to room temperature and stirred for further 2 h. After completion (by TLC), the reaction mixture was poured into saturated NH4Cl solution (10 mL) and extracted with EtOAc (2×5 mL). The combined orga... Starting materials: N1=CC=CC=C1 (pyridine), C1(=CC=CC=C1)S(=O)(=O)Cl (Benzenesulfonyl chloride), NC=1C=C(C2=C(C=CO2)C1)N(CCCN(C(OC(C)(C)C)=O)C)C (tert-butyl 3-[(5-amino-1-benzofuran-7-yl)(methyl)amino]propyl(methyl)carbamate), NC=1C=C(C2=C(C=CO2)C1)N(CCCN(C(OC(C)(C)C)=O)C)C (tert-butyl 3-[(5-amino-1-benzofuran-7-yl)(methyl)amino]propyl(methyl)carbamate). Run in C(Cl)Cl (DCM). Conditions: time 4 hour. The product is CN(C(OC(C)(C)C)=O)CCCN(C1=CC(=CC=2C=COC21)NS(=O)(=O)C2=CC=CC=C2)C (tert-Butyl methyl[3-(methyl{5-[(phenylsulfonyl)amino]-1-benzofuran-7-yl}amino)propyl]carbamate). Yield: 56.9%. RXN SMILES: [C:1]1([S:7](Cl)(=[O:9])=[O:8])[CH:6]=[CH:5][CH:4]=[CH:3][CH:2]=1.[NH2:11][C:12]1[CH:13]=[C:14]([N:21]([CH3:34])[CH2:22][CH2:23][CH2:24][N:25]([CH3:33])[C:26](=[O:32])[O:27][C:28]([CH3:31])([CH3:30])[CH3:29])[C:15]2[O:19][CH:18]=[CH:17][C:16]=2[CH:20]=1.N1C=CC=CC=1>C(Cl)Cl>[CH3:33][N:25]([CH2:24][CH2:23][CH2:22][N:21]([CH3:34])[C:14]1[C:15]2[O:19][CH:18]=[CH:17][C:16]=2[CH:20]=[C:12]([NH:11][S:7]([C:1]2[CH:6]=[CH:5][CH:4]=[CH:3][CH:2]=2)(=[O:9])=[O:8])[CH:13]=1)[C:26](=[O:32])[O:27][C:28]([CH3:30])([CH3:31])[CH3:29]. Procedure: Benzenesulfonyl chloride (115 μL, 0.9 mmol) was added to a mixture of tert-butyl 3-[(5-amino-1-benzofuran-7-yl)(methyl)amino]propyl(methyl)carbamate (Intermediate 2; 250 mg, 0.75 mmol) in DCM (2 mL) followed by addition of pyridine (1 mL). The reaction mixture was stirred at room temperature for 4 h. The volatiles were evaporated in vacuo and the residue obtained was purified using RP-HPLC (Gilson/YMC AQ C18; 150×30 mm) to give the title compound as a beige oil (202 mg, 43% over 4 steps); HPLC 9... Reactants: FC(CO)(F)F (2,2,2-trifluoroethanol), [H-].[Na+] (sodium hydride), C(#N)C1=NC=CC=C1F (2-cyano-3-fluoropyridine). Solvent: C1CCOC1 (THF), C1CCOC1 (THF). Run at time 30 minute. The product is C(#N)C1=NC=CC=C1OCC(F)(F)F (2-Cyano-3-(2,2,2-trifluoroethoxy)pyridine). Reaction SMILES: [F:1][C:2]([F:6])([F:5])[CH2:3][OH:4].[H-].[Na+].[C:9]([C:11]1[C:16](F)=[CH:15][CH:14]=[CH:13][N:12]=1)#[N:10]>C1COCC1>[C:9]([C:11]1[C:16]([O:4][CH2:3][C:2]([F:6])([F:5])[F:1])=[CH:15][CH:14]=[CH:13][N:12]=1)#[N:10] |f:1.2|. Procedure: A stirred solution of 680 mg (6.80 mmol) of 2,2,2-trifluoroethanol in 25 mL of THF was added 273 mg (6.83 mmol) of sodium hydride (60% dispersion). After 30 min at room temperature, 822 mg (6.73 mmol) of 2-cyano-3-fluoropyridine in 5 mL THF was added via syringe. The reaction was quenched after 1 h, by the addition of 15% K2CO3 aqueous solution. Concentration gave an oil that was partitioned between water and EtOAc. The layers were separated, the aqueous phase was backwashed with EtOAc (2×), and... Reactants: N1=CC(=CC=C1)C (beta-picoline), [OH-].[Na+] (sodium hydroxide), C1=CC(=CN=C1)C(=O)O (niacin), C1=CC(=CN=C1)C(=O)O (niacin). Run in O (water). Reaction conditions: time 1 day. The product is O.N1=CC(=CC=C1)C.C1=CC(=CN=C1)C(=O)O (Water Beta-Picoline Niacin). RXN SMILES: [N:1]1[CH:6]=[CH:5][CH:4]=[C:3]([CH3:7])[CH:2]=1.[CH:8]1[CH:13]=[N:12][CH:11]=[C:10]([C:14]([OH:16])=[O:15])[CH:9]=1.[OH-].[Na+]>O>[OH2:15].[N:1]1[CH:6]=[CH:5][CH:4]=[C:3]([CH3:7])[CH:2]=1.[CH:8]1[CH:13]=[N:12][CH:11]=[C:10]([C:14]([OH:16])=[O:15])[CH:9]=1 |f:2.3,5.6.7|. Procedure: To study the physical and electrochemical properties of various medium compositions, mixtures of beta-picoline and water were prepared and then saturated with added niacin by stirring at 25° C. for at least 17 hours. The mixtures were thereafter thermostated in a water bath for one day. Conductivity was then determined with a Yellow Springs Instrument's Model 31 Conductivity Bridge, and the amount of niacin in the solution was analyzed by titration with sodium hydroxide. The results are given in... Starting materials: CCOC(=O)c1ccc(C#Cc2ccc3c(c2)C(C)(C)CCC3(C)C)nc1, CCO, [K+], [OH-], O. The product is CC1(C)CCC(C)(C)c2cc(C#Cc3ccc(C(=O)O)cn3)ccc21. As a reaction SMILES: [CH3:1][C:2]1([CH3:27])[c:3]2[cH:4][cH:5][c:6]([C:14]#[C:15][c:16]3[n:17][cH:18][c:19]([C:20](=[O:21])[O:22][CH2:23][CH3:24])[cH:25][cH:26]3)[cH:7][c:8]2[C:9]([CH3:12])([CH3:13])[CH2:10][CH2:11]1.[CH3:30][CH2:31][OH:32].[K+:29].[OH-:28].[OH2:33]>>[CH3:1][C:2]1([CH3:27])[c:3]2[cH:4][cH:5][c:6]([C:14]#[C:15][c:16]3[n:17][cH:18][c:19]([C:20](=[O:21])[OH:22])[cH:25][cH:26]3)[cH:7][c:8]2[C:9]([CH3:12])([CH3:13])[CH2:10][CH2:11]1.